Dataset: the Open Reaction Database (ORD), a public repository of structured organic reaction records. Task: describe an organic reaction: reactants, conditions, products, and yield The reactants are CC(=O)O[BH-](OC(C)=O)OC(C)=O, COc1cccc2c(CC(C)=O)coc12, CC(=O)O, ClCCCl, c1cnc2c(N3CCNCC3)cccc2c1, [Na+], [Na+], O=C([O-])O. The product is COc1cccc2c(CC(C)N3CCN(c4cccc5cccnc45)CC3)coc12. RXN SMILES: [C:32]([O:33][BH-:34]([O:35][C:36](=[O:37])[CH3:38])[O:39][C:40](=[O:41])[CH3:42])(=[O:43])[CH3:44].[CH3:1][O:2][c:3]1[cH:4][cH:5][cH:6][c:7]2[c:8]([CH2:12][C:13](=[O:14])[CH3:15])[cH:9][o:10][c:11]12.[CH3:55][C:56](=[O:57])[OH:58].[Cl:51][CH2:52][CH2:53][Cl:54].[N:16]1([c:22]2[cH:23][cH:24][cH:25][c:26]3[cH:27][cH:28][cH:29][n:30][c:31]23)[CH2:17][CH2:18][NH:19][CH2:20][CH2:21]1.[Na+:45].[Na+:50].[O-:46][C:47]([OH:48])=[O:49]>>[CH3:1][O:2][c:3]1[cH:4][cH:5][cH:6][c:7]2[c:8]([CH2:12][CH:13]([CH3:15])[N:19]3[CH2:18][CH2:17][N:16]([c:22]4[cH:23][cH:24][cH:25][c:26]5[cH:27][cH:28][cH:29][n:30][c:31]45)[CH2:21][CH2:20]3)[cH:9][o:10][c:11]12. Run in CS(=O)C (DMSO). Product: ClC1=C(CN2C(=NC=3N(C(N(C(C23)=O)C)=O)C)N2CCCC2)C(=CC=C1)F (7-(2-Chloro-6-fluorobenzyl)-1,3-dimethyl-8-pyrrolidin-1-yl-3,7-dihydro-1H-purine-2,6-dione). Reaction SMILES: Br[C:2]1[N:10]([CH2:11][C:12]2[C:17]([F:18])=[CH:16][CH:15]=[CH:14][C:13]=2[Cl:19])[C:9]2[C:8](=[O:20])[N:7]([CH3:21])[C:6](=[O:22])[N:5]([CH3:23])[C:4]=2[N:3]=1.[NH:24]1[CH2:28][CH2:27][CH2:26][CH2:25]1.O>CS(C)=O>[Cl:19][C:13]1[CH:14]=[CH:15][CH:16]=[C:17]([F:18])[C:12]=1[CH2:11][N:10]1[C:9]2[C:8](=[O:20])[N:7]([CH3:21])[C:6](=[O:22])[N:5]([CH3:23])[C:4]=2[N:3]=[C:2]1[N:24]1[CH2:28][CH2:27][CH2:26][CH2:25]1. Reactants: BrC1=NC=2N(C(N(C(C2N1CC1=C(C=CC=C1F)Cl)=O)C)=O)C (8-bromo-7-(2-chloro-6-fluorobenzyl)-1,3-dimethyl-3,7-dihydro-1H-purine-2,6-dione), N1CCCC1 (pyrrolidine), O (H2O). Isolated yield 102.1%. Reported procedure: A solution of 8-bromo-7-(2-chloro-6-fluorobenzyl)-1,3-dimethyl-3,7-dihydro-1H-purine-2,6-dione (50 mg, 0.12 mmol) in 300 μL DMSO was treated with pyrrolidine (55 μL, 0.55 mmol) and heated at 130° C. for 15 h. The reaction was cooled to 25° C. and treated with 1 mL H2O. After centrifugation for 1 h the liquid was decanted, and the process was repeated. The reaction was treated with 1 mL toluene and concentrated under reduced pressure. The residue was treated with 2 mL CH2Cl2 followed by isocyanat... Conditions: temperature 130 celsius, time 30 minute. Solvent: C(Cl)Cl (CH2Cl2). The reactants are N[C@@H]1CC[C@H](CC1)NC=1C=C(C=2N(N1)C(=CN2)C(=O)NC2=C(C=NC=C2)F)N(CC2=CC=C(C=C2)OC)C2CC2 (6-((trans)-4-aminocyclohexylamino)-8-(cyclopropyl(4-methoxybenzyl)amino)-N-(3-fluoropyridin-4-yl)imidazo[1,2-b]pyridazine-3-carboxamide), N(=C=O)C(C)C (2-isocyanatopropane), C(=O)(C(F)(F)F)O (TFA). As a reaction SMILES: [NH2:1][C@H:2]1[CH2:7][CH2:6][C@H:5]([NH:8][C:9]2[CH:10]=[C:11]([N:28]([CH:38]3[CH2:40][CH2:39]3)CC3C=CC(OC)=CC=3)[C:12]3[N:13]([C:15]([C:18]([NH:20][C:21]4C=C[N:24]=[CH:23][C:22]=4F)=[O:19])=[CH:16][N:17]=3)[N:14]=2)[CH2:4][CH2:3]1.[N:41]([CH:44]([CH3:46])[CH3:45])=[C:42]=[O:43].[C:47](O)([C:49]([F:52])(F)F)=O>C(Cl)Cl>[CH:38]1([NH:28][C:11]2[C:12]3[N:13]([C:15]([C:18]([NH:20][C:21]4[CH:22]=[CH:23][N:24]=[CH:47][C:49]=4[F:52])=[O:19])=[CH:16][N:17]=3)[N:14]=[C:9]([NH:8][C@H:5]3[CH2:6][CH2:7][C@H:2]([NH:1][C:42](=[O:43])[NH:41][CH:44]([CH3:46])[CH3:45])[CH2:3][CH2:4]3)[CH:10]=2)[CH2:39][CH2:40]1. Reaction conditions: time 30 minute. Reported procedure: To a solution of 6-((trans)-4-aminocyclohexylamino)-8-(cyclopropyl(4-methoxybenzyl)amino)-N-(3-fluoropyridin-4-yl)imidazo[1,2-b]pyridazine-3-carboxamide 8B (40.0 mg, 0.073 mmol) in CH2Cl2 (1 mL) was added 2-isocyanatopropane (0.0072 mL, 0.073 mmol). The reaction solution was stirred at room temperature for 30 min. The reaction mixture was concentrated and treated with TFA (1.132 mL, 14.69 mmol) at 70° C. for 1 hr. The reaction mixture was purified by preparative HPLC (Phenomenex Axia Luna 5 micr... Yields the product C1(CC1)NC=1C=2N(N=C(C1)N[C@@H]1CC[C@H](CC1)NC(NC(C)C)=O)C(=CN2)C(=O)NC2=C(C=NC=C2)F (8-(cyclopropylamino)-N-(3-fluoro-4-pyridinyl)-6-((trans-4-((isopropylcarbamoyl)amino)cyclohexyl)amino)imidazo[1,2-b]pyridazine-3-carboxamide). Yields the product N#Cc1c(F)cc(CN)cc1F. Starting materials: [BH4-], C1CCOC1, Cl, N#Cc1c(F)cc(CN=[N+]=[N-])cc1F, [Na+], O. As a reaction SMILES: [BH4-:1].[CH2:19]1[O:20][CH2:21][CH2:22][CH2:23]1.[ClH:17].[N:3](=[N+:4]=[N-:5])[CH2:6][c:7]1[cH:8][c:9]([F:16])[c:10]([C:11]#[N:12])[c:13]([F:15])[cH:14]1.[Na+:2].[OH2:18]>>[NH2:3][CH2:6][c:7]1[cH:8][c:9]([F:16])[c:10]([C:11]#[N:12])[c:13]([F:15])[cH:14]1. Reported procedure: Thiazole (501 mg, 5.88 mmol) was dissolved in THF (1.2 mL) and isopropylmagnesium chloride lithium chloride complex (1.3 M solution in THF, 5.88 mL, 7.64 mmol) was added dropwise, and the resulting mixture was stirred at room temperature for 1 hr. Cis-methyl 3-acetylcyclopentanecarboxylate (1.2 g, 7.05 mmol) was then added as a solution in THF (2 mL) and the reaction mixture was stirred for 3 hrs at room temperature. The reaction mixture was diluted with saturated NH4Cl and diethyl ether. The or... Conditions: time 1 hour. The product is OC(C)(C=1SC=CN1)[C@H]1C[C@H](CC1)C(=O)OC (cis-methyl 3-[1-hydroxy-1-(1,3-thiazol-2-yl)ethyl]cyclopentanecarboxylate). Reactants: [Cl-].[Li+].C(C)(C)[Mg]Cl (isopropylmagnesium chloride lithium chloride), S1C=NC=C1 (Thiazole), C(C)(=O)[C@H]1C[C@H](CC1)C(=O)OC (Cis-methyl 3-acetylcyclopentanecarboxylate). As a reaction SMILES: [S:1]1[CH:5]=[CH:4][N:3]=[CH:2]1.[Cl-].[Li+].C([Mg]Cl)(C)C.[C:13]([C@@H:16]1[CH2:20][CH2:19][C@H:18]([C:21]([O:23][CH3:24])=[O:22])[CH2:17]1)(=[O:15])[CH3:14]>C1COCC1.[NH4+].[Cl-].C(OCC)C>[OH:15][C:13]([C@@H:16]1[CH2:20][CH2:19][C@H:18]([C:21]([O:23][CH3:24])=[O:22])[CH2:17]1)([C:2]1[S:1][CH:5]=[CH:4][N:3]=1)[CH3:14] |f:1.2.3,6.7|. Run in [NH4+].[Cl-] (NH4Cl), C(C)OCC (diethyl ether), C1CCOC1 (THF), C1CCOC1 (THF). The reactants are CCOC(C)=O, Cc1ccccc1, COc1cccc(OC)c1-c1ccccc1P(C1CCCCC1)C1CCCCC1, Nc1ccc(F)c(Cl)c1, [K+], [K+], [K+], CC(=O)[O-], CC(=O)[O-], O, O=P([O-])([O-])[O-], [Pd+2], OB(O)c1cccs1. Yields the product Nc1ccc(F)c(-c2cccs2)c1. RXN SMILES: [CH3:64][CH2:65][O:66][C:67](=[O:68])[CH3:69].[CH3:71][c:72]1[cH:73][cH:74][cH:75][cH:76][cH:77]1.[CH:9]1([P:10]([CH:11]2[CH2:12][CH2:13][CH2:14][CH2:15][CH2:16]2)[c:17]2[cH:18][cH:19][cH:20][cH:21][c:22]2-[c:23]2[c:24]([O:25][CH3:26])[cH:27][cH:28][cH:29][c:30]2[O:31][CH3:32])[CH2:33][CH2:34][CH2:35][CH2:36][CH2:37]1.[Cl:46][c:47]1[cH:48][c:49]([NH2:50])[cH:51][cH:52][c:53]1[F:54].[K+:43].[K+:44].[K+:45].[O-:56][C:57]([CH3:58])=[O:59].[O-:60][C:61]([CH3:62])=[O:63].[OH2:70].[P:38]([O-:39])([O-:40])([O-:41])=[O:42].[Pd+2:55].[s:1]1[c:2]([B:6]([OH:7])[OH:8])[cH:3][cH:4][cH:5]1>>[s:1]1[c:2](-[c:47]2[cH:48][c:49]([NH2:50])[cH:51][cH:52][c:53]2[F:54])[cH:3][cH:4][cH:5]1. The reactants are C(C)(C)(C)OC(=O)NC(C)COC(NCCCCCCCCCCCCCCCCCC)=O (2-tert-Butoxycarbonylamino-3-octadecylcarbamoyloxypropane), C1(C=2C(C(N1)=O)=CC=CC2)=O (phthalimide), amino, CNC(=O)OC(CN)COC(NCCCCCCCCCCCCCCCCCC)=O (2-Methylcarbamoyloxy-3-octadecylcarbamoyloxypropylamine), e2, e2, C(CCCCCCCCCCCCCCC)SCC(CN)OC (3-hexadecylthio-2-methoxypropylamine). Product: C(C)(C)(C)OC(=O)NC(CN)COC(=O)CCCCCCCCCCCCCCCCCC (2-tert-butyoxycarbonylamino-3-octadecylcarbonyloxypropylamine). RXN SMILES: [C:1]([O:5][C:6]([NH:8][CH:9]([CH2:11][O:12][C:13](=[O:33])NCCCCCCCCCCCCCCCCCC)[CH3:10])=[O:7])([CH3:4])([CH3:3])[CH3:2].C(SCC(OC)C[NH2:54])CCCCCCCCCCCCCCC.C1(=O)NC(=O)C2=CC=CC=C12.CNC(OC(COC(=O)N[CH2:80][CH2:81][CH2:82][CH2:83][CH2:84][CH2:85][CH2:86][CH2:87][CH2:88][CH2:89][CH2:90][CH2:91][CH2:92][CH2:93][CH2:94][CH2:95][CH2:96][CH3:97])CN)=O>>[C:1]([O:5][C:6]([NH:8][CH:9]([CH2:11][O:12][C:13]([CH2:80][CH2:81][CH2:82][CH2:83][CH2:84][CH2:85][CH2:86][CH2:87][CH2:88][CH2:89][CH2:90][CH2:91][CH2:92][CH2:93][CH2:94][CH2:95][CH2:96][CH3:97])=[O:33])[CH2:10][NH2:54])=[O:7])([CH3:2])([CH3:3])[CH3:4]. Procedure details: 2-tert-Butoxycarbonylamino-3-octadecylcarbamoyloxypropane V e2 is allowed to react and worked up by the same procedure as described in (3). The phthalimide compound: m.p. 127°-129° C., The amino compound IV e2 69°-70° C. The summary of the experimental condition and the physical data of the product are listed in Tables 5 and 6. Starting materials: BrC1=CC=CC(=N1)C=O (6-bromopyridine-2-carbaldehyde), C(C)C(CC)C1=C(N)C(=CC=C1)C(CC)CC (2,6-bis(1-ethylpropyl)aniline). The solvent is C(C)O (ethanol). The product is BrC1=CC=CC(=N1)\C=N\C1=C(C=CC=C1C(CC)CC)C(CC)CC (N-[(1E)-(6-Bromopyridin-2-yl)methylene]-2,6-bis(1-ethylpropyl)aniline). Reaction SMILES: [Br:1][C:2]1[N:7]=[C:6]([CH:8]=O)[CH:5]=[CH:4][CH:3]=1.[CH2:10]([CH:12]([C:15]1[CH:21]=[CH:20][CH:19]=[C:18]([CH:22]([CH2:25][CH3:26])[CH2:23][CH3:24])[C:16]=1[NH2:17])[CH2:13][CH3:14])[CH3:11]>C(O)C>[Br:1][C:2]1[N:7]=[C:6](/[CH:8]=[N:17]/[C:16]2[C:18]([CH:22]([CH2:23][CH3:24])[CH2:25][CH3:26])=[CH:19][CH:20]=[CH:21][C:15]=2[CH:12]([CH2:10][CH3:11])[CH2:13][CH3:14])[CH:5]=[CH:4][CH:3]=1. Procedure details: A mixture of 8.00 g (43 mmol) of 6-bromopyridine-2-carbaldehyde, 10.0 g (43 mmol) of 2,6-bis(1-ethylpropyl)aniline in 80 ml of ethanol was refluxed for 8 h. The obtained solution was evaporated to dryness and the residue was re-crystallized from 20 ml of methanol. Yield 11.2 g (65%) of yellow crystalline powder. Anal. calc. for C22H29BrN2: C, 65.83; H, 7.28; N, 6.98. Found: C, 66.01; H, 7.23; N, 6.90. 1H NMR (CDCl3): δ 8.21 (m, 1H, 5-H in Py), 8.15 (s, 1H, CH═N), 7.69 (m, 1H, 4-H in Py), 7.59 (m... Reactants: O1COCC1 (1,3-dioxolane), pyrrolo[2,3-d]pyrimidines, [Br-] (bromide), product 2, alkoxymethylene, C=NO (oxime ether), C(#N)CC(=O)OC (methyl cyanoacetate), ClCC(C)=O (chloroacetone). Product: C(C1=CC=CC=C1)(=N)N (benzamidine). RXN SMILES: C=[N:2]O.[Br-].[C:5]([CH2:7][C:8](OC)=O)#[N:6].ClC[C:14](=O)[CH3:15].O1[CH2:21][CH2:20]OC1>>[C:5]([NH2:2])(=[NH:6])[C:7]1[CH:8]=[CH:21][CH:20]=[CH:15][CH:14]=1. Reported procedure: The key intermediate for pyrrolo[2,3-d]pyrimidines with phenoxymethylene, alkoxymethylene or oxime ether moieties at C-6 is the bromide 7, which is prepared in 6 steps from methyl cyanoacetate and chloroacetone (scheme 4). The monoalkylation product 2 is protected as 1,3-dioxolane, then the pyrimidine ring is formed by reaction with a benzamidine. Cyclization of the pyrrole ring occurs on reaction with aqueous HCl, and refluxing with POCl3 yields the chloride 5. Boc-protection of the pyrrole fol... Reaction conditions: time 8 hour. Reactants: C(C(C)C)(=O)N[C@@H](CC1=CC=C(C=C1)OCCC1=CC=C(C=C1)COC)C(=O)OC (Methyl N-isobutyryl-O-{2-[4-(methoxymethyl)phenyl]ethyl}tyrosinate), O.[OH-].[Li+] (Lithium hydroxide monohydrate). Run in O1CCOCC1 (dioxane), O (water), O (water). Procedure: Methyl N-isobutyryl-O-{2-[4-(methoxymethyl)phenyl]ethyl}tyrosinate (0.7 g, 1.69 mmol) was dissolved in dioxane (6 ml). Lithium hydroxide monohydrate (0.25 g, 5.95 mmol) in water (6 ml) was added. The mixture was stirred overnight and then diluted with water and evaporated in vacuum to remove dioxane. The residue was acidified with 1M hydrochloric acid, pH ˜3 and then extracted twice with dichloromethane. The organic phase was washed with brine and dried with sodium sulfate. The solvent was then ... As a reaction SMILES: [C:1]([NH:6][C@H:7]([C:27]([O:29]C)=[O:28])[CH2:8][C:9]1[CH:14]=[CH:13][C:12]([O:15][CH2:16][CH2:17][C:18]2[CH:23]=[CH:22][C:21]([CH2:24][O:25][CH3:26])=[CH:20][CH:19]=2)=[CH:11][CH:10]=1)(=[O:5])[CH:2]([CH3:4])[CH3:3].O.[OH-].[Li+]>O1CCOCC1.O>[C:1]([NH:6][C@H:7]([C:27]([OH:29])=[O:28])[CH2:8][C:9]1[CH:14]=[CH:13][C:12]([O:15][CH2:16][CH2:17][C:18]2[CH:23]=[CH:22][C:21]([CH2:24][O:25][CH3:26])=[CH:20][CH:19]=2)=[CH:11][CH:10]=1)(=[O:5])[CH:2]([CH3:3])[CH3:4] |f:1.2.3|. The yield is 99.2%. The product is C(C(C)C)(=O)N[C@@H](CC1=CC=C(C=C1)OCCC1=CC=C(C=C1)COC)C(=O)O (N-isobutyryl-O-{2-[4-(methoxymethyl)phenyl]ethyl}tyrosine).